Dataset: the Open Reaction Database (ORD), a public repository of structured organic reaction records. Task: describe an organic reaction: reactants, conditions, products, and yield Reactants: C(C1=CC=CC=C1)OC(NC[C@@H]1CC[C@H](CC1)C1=NC(=C2N1C=CN=C2C)Br)=O (Benzyl((trans)-4-(1-bromo-8-methylimidazo[1,5-a]pyrazin-3-yl)cyclohexyl)methylcarbamate), C(C)(=O)O (acetic acid). Solvent: Br (hydrobromic acid). Yields the product Br.BrC=1N=C(N2C1C(=NC=C2)C)[C@@H]2CC[C@H](CC2)CN (((trans)-4-(1-bromo-8-methylimidazo[1,5-a]pyrazin-3-yl)cyclohexyl)methanamine hydrobromide). The yield is 267.1%. As a reaction SMILES: C(OC(=O)[NH:10][CH2:11][C@H:12]1[CH2:17][CH2:16][C@H:15]([C:18]2[N:22]3[CH:23]=[CH:24][N:25]=[C:26]([CH3:27])[C:21]3=[C:20]([Br:28])[N:19]=2)[CH2:14][CH2:13]1)C1C=CC=CC=1.C(O)(=O)C>Br>[BrH:28].[Br:28][C:20]1[N:19]=[C:18]([C@H:15]2[CH2:16][CH2:17][C@H:12]([CH2:11][NH2:10])[CH2:13][CH2:14]2)[N:22]2[CH:23]=[CH:24][N:25]=[C:26]([CH3:27])[C:21]=12 |f:3.4|. Reported procedure: Benzyl((trans)-4-(1-bromo-8-methylimidazo[1,5-a]pyrazin-3-yl)cyclohexyl)methylcarbamate (1.5 g, 3.28 mmol) was dissolved in hydrobromic acid 33% in acetic acid (15 mL, 3.28 mmol) and the resulting mixture was stirred at room temperature. After eight hours the reaction mixture was concentrated in vacuo and dried in a vacuum oven (40° C.) for three days to yield ((trans)-4-(1-bromo-8-methylimidazo[1,5-a]pyrazin-3-yl)cyclohexyl)methanamine hydrobromide (1.77 g). Reactants: C1OC=2C=C(C=CC2OC1)NC1=NC(=NC=C1F)NC1=CC(=CC=C1)O (N4-(3,4-ethylenedioxyphenyl)-5-fluoro-N2-(3-hydroxyphenyl)-2,4-pyrimidinediamine), C(C1=CC=CC=C1)ONC1=NC(=NC=C1C(=O)OCC)Cl (N4-benzyloxy-2-chloro-5-ethoxycarbonyl-4-pyrimidineamine), O1CCOC2=C1C=CC(=C2)N (1,4-benzodioxan-6-amine). Yields the product C(C1=CC=CC=C1)ONC1=NC(=NC=C1C(=O)OCC)NC1=CC2=C(C=C1)OCCO2 (N4-benzyloxy-5-ethoxycarbonyl-N2-(3,4-ethylenedioxyphenyl)-2,4-pyrimidinediamine). RXN SMILES: [CH2:1]1[CH2:10][O:9][C:8]2[CH:7]=[CH:6][C:5]([NH:11]C3C(F)=CN=C(NC4C=CC=C(O)C=4)N=3)=[CH:4][C:3]=2[O:2]1.[CH2:27]([O:34][NH:35][C:36]1[C:41]([C:42]([O:44][CH2:45][CH3:46])=[O:43])=[CH:40][N:39]=[C:38](Cl)[N:37]=1)[C:28]1[CH:33]=[CH:32][CH:31]=[CH:30][CH:29]=1.O1C2C=CC(N)=CC=2OCC1>>[CH2:27]([O:34][NH:35][C:36]1[C:41]([C:42]([O:44][CH2:45][CH3:46])=[O:43])=[CH:40][N:39]=[C:38]([NH:11][C:5]2[CH:6]=[CH:7][C:8]3[O:9][CH2:10][CH2:1][O:2][C:3]=3[CH:4]=2)[N:37]=1)[C:28]1[CH:33]=[CH:32][CH:31]=[CH:30][CH:29]=1. Procedure: In a manner similar to the preparation of N4-(3,4-ethylenedioxyphenyl)-5-fluoro-N2-(3-hydroxyphenyl)-2,4-pyrimidinediamine, N4-benzyloxy-2-chloro-5-ethoxycarbonyl-4-pyrimidineamine and 1,4-benzodioxan-6-amine were reacted to yield N4-benzyloxy-5-ethoxycarbonyl-N2-(3,4-ethylenedioxyphenyl)-2,4-pyrimidinediamine. 1H NMR (DMSO-d6): δ 8.55 (s, 1H), 7.49–7.44 (m, 3H), 7.39–7.34 (m, 4H), 7.30–7.22 (m, 1H), 6.67 (d, 1H, J=8.4 Hz), 4.98 (s, 2H), 4.23–4.17 (m, 6H), 1.26 (t, 3H, J=7.2 Hz); LCMS: ret. time... The reactants are liquid, C=CCC (1-butene), C(C=C)(=O)O (acrylic acid), C(C=C)(=O)O (acrylic acid), COC1=CC=C(O)C=C1 (hydroquinone methyl ether). Reaction conditions: temperature 100 celsius, time 4 hour. Yields the product C(C=C)(=O)OC(C)CC (sec-butyl acrylate). Reaction SMILES: [CH2:1]=[CH:2][CH2:3][CH3:4].[C:5]([OH:9])(=[O:8])[CH:6]=[CH2:7].COC1C=CC(O)=CC=1>>[C:5]([O:9][CH:2]([CH2:3][CH3:4])[CH3:1])(=[O:8])[CH:6]=[CH2:7]. Procedure: 0.9 mol (51 g) of liquid 1-butene, one mole (72 g) of acrylic acid, 11 g (8.5 % by weight/charge) of ZrSA15 and 0.018 g (250 ppm relative to the acrylic acid) of hydroquinone methyl ether, which serves as a stabilizing agent, are charged at room temperature into a stainless steel reactor with a capacity of 200 ml, fitted with a thermometer and a manometer. The reactor is closed and is immersed in an oil bath at 150° C. The reaction medium is maintained at 100° C. with stirring for four hours. Th... Reactants: CCCN(CCC)CC(=O)OC1CC2(C)C(C(C)=O)CCC2C2CCC3CC(O)CCC3(C)C12, O=CO, C1CCOC1, c1ccc(P(c2ccccc2)c2ccccc2)cc1. Product: CCCN(CCC)CC(=O)OC1CC2(C)C(C(C)=O)CCC2C2CCC3CC(OC=O)CCC3(C)C12. Reaction SMILES: [CH2:1]([CH2:2][CH3:3])[N:4]([CH2:5][CH2:6][CH3:7])[CH2:8][C:9](=[O:10])[O:11][CH:12]1[CH:13]2[C:14]3([CH3:34])[CH2:15][CH2:16][CH:17]([OH:33])[CH2:18][CH:19]3[CH2:20][CH2:21][CH:22]2[CH:23]2[CH2:24][CH2:25][CH:26]([C:27]([CH3:28])=[O:29])[C:30]2([CH3:32])[CH2:31]1.[CH:54](=[O:55])[OH:56].[O:57]1[CH2:58][CH2:59][CH2:60][CH2:61]1.[c:35]1([P:36]([c:37]2[cH:38][cH:39][cH:40][cH:41][cH:42]2)[c:43]2[cH:44][cH:45][cH:46][cH:47][cH:48]2)[cH:49][cH:50][cH:51][cH:52][cH:53]1>>[CH2:1]([CH2:2][CH3:3])[N:4]([CH2:5][CH2:6][CH3:7])[CH2:8][C:9](=[O:10])[O:11][CH:12]1[CH:13]2[C:14]3([CH3:34])[CH2:15][CH2:16][CH:17]([O:33][CH:54]=[O:55])[CH2:18][CH:19]3[CH2:20][CH2:21][CH:22]2[CH:23]2[CH2:24][CH2:25][CH:26]([C:27]([CH3:28])=[O:29])[C:30]2([CH3:32])[CH2:31]1.